This data is from the Open Reaction Database (ORD), a public repository of structured organic reaction records. The task is: describe an organic reaction: reactants, conditions, products, and yield Reactants: ClC1=C(C=O)C(=CC(=C1)OCC1CO1)Cl (2,6-dichloro-4-(2,3-epoxypropoxy)benzaldehyde), C(C)(C)(C)N (tert-butylamine). The product is ClC1=C(C=O)C(=CC(=C1)OCC(CNC(C)(C)C)O)Cl (2,6-Dichloro-4-(3-tert-butylamino-2-hydroxypropoxy)benzaldehyde). As a reaction SMILES: [Cl:1][C:2]1[CH:9]=[C:8]([O:10][CH2:11][CH:12]2[O:14][CH2:13]2)[CH:7]=[C:6]([Cl:15])[C:3]=1[CH:4]=[O:5].[C:16]([NH2:20])([CH3:19])([CH3:18])[CH3:17]>>[Cl:1][C:2]1[CH:9]=[C:8]([O:10][CH2:11][CH:12]([OH:14])[CH2:13][NH:20][C:16]([CH3:19])([CH3:18])[CH3:17])[CH:7]=[C:6]([Cl:15])[C:3]=1[CH:4]=[O:5]. Reported procedure: A mixture of 2,6-dichloro-4-(2,3-epoxypropoxy)benzaldehyde (3 gm) and tert-butylamine (20 ml) is heated at 45° for 17 hours. The excess tert-butylamine is removed under reduced pressure (20 mm). The oil is dissolved in 6N hydrochloric acid (25 ml) and heated for 1 hours. The acid solution is added to boiling saturated aqueous sodium carbonate with nitrogen ebullition. The basic solution is extracted with chloroform. The chloroform is dried over anhydrous sodium sulfate, filtered and concentrated... The reactants are BrC1=C(C2=C(C(OC(N2)=O)(C)C)C=C1O)Br (7,8-dibromo-6-hydroxy-4,4-dimethyl-4H-3,1-benzoxazin-2-one), CC1=CC=C(C=C1)SCCCCCl (4-(4-methylphenylmercapto)-butylchloride). Yields the product BrC1=C(C2=C(C(OC(N2)=O)(C)C)C=C1OCCCCSC1=CC=C(C=C1)C)Br (7,8-Dibromo-6-[4-(4-methyl-phenylmercapto)-butoxy]-4,4-dimethyl-4H-3,1-benzoxazin-2-one). Reaction SMILES: [Br:1][C:2]1[C:14]([OH:15])=[CH:13][C:5]2[C:6]([CH3:12])([CH3:11])[O:7][C:8](=[O:10])[NH:9][C:4]=2[C:3]=1[Br:16].[CH3:17][C:18]1[CH:23]=[CH:22][C:21]([S:24][CH2:25][CH2:26][CH2:27][CH2:28]Cl)=[CH:20][CH:19]=1>>[Br:1][C:2]1[C:14]([O:15][CH2:28][CH2:27][CH2:26][CH2:25][S:24][C:21]2[CH:20]=[CH:19][C:18]([CH3:17])=[CH:23][CH:22]=2)=[CH:13][C:5]2[C:6]([CH3:11])([CH3:12])[O:7][C:8](=[O:10])[NH:9][C:4]=2[C:3]=1[Br:16]. Procedure details: Prepared analogously to Example 4 from 7,8-dibromo-6-hydroxy-4,4-dimethyl-4H-3,1-benzoxazin-2-one and 4-(4-methylphenylmercapto)-butylchloride.